From a dataset of the Open Reaction Database (ORD), a public repository of structured organic reaction records. describe an organic reaction: reactants, conditions, products, and yield Starting materials: NC=1NC2=C(N1)C(=CC=C2)Cl (2-amino-7-chlorobenzimidazole), ClCSC1=CC(=CC=C1)C (3-methylphenyl chloromethyl sulfide). Product: [Cl-].NC1=[N+](C2=C(N1CSC1=CC(=CC=C1)C)C(=CC=C2)Cl)CSC2=CC(=CC=C2)C (2-Amino-7-chloro-1,3-bis[(3-methylphenylthio)methyl]-1H-benzimidazol-3-ium chloride). Reaction SMILES: [NH2:1][C:2]1[NH:3][C:4]2[CH:10]=[CH:9][CH:8]=[C:7]([Cl:11])[C:5]=2[N:6]=1.Cl[CH2:13][S:14][C:15]1[CH:20]=[CH:19][CH:18]=[C:17]([CH3:21])[CH:16]=1>>[Cl-:11].[NH2:1][C:2]1[N:6]([CH2:13][S:14][C:15]2[CH:20]=[CH:19][CH:18]=[C:17]([CH3:21])[CH:16]=2)[C:5]2[C:7]([Cl:11])=[CH:8][CH:9]=[CH:10][C:4]=2[N+:3]=1[CH2:13][S:14][C:15]1[CH:20]=[CH:19][CH:18]=[C:17]([CH3:21])[CH:16]=1 |f:2.3|. Procedure details: Following the procedure of Example 2 and replacing 2-aminobenzimidazole with 2-amino-7-chlorobenzimidazole and replacing 2-bromo-4-chlorophenyl chloromethyl ether with 3-methylphenyl chloromethyl sulfide, the title compound is obtained. The product is CC(C)(C)C(=O)Nc1ccc(Cl)cc1C(=O)c1cccnc1. RXN SMILES: [CH3:29][CH2:30][O:31][C:32]([CH3:33])=[O:34].[Cl:1][c:2]1[cH:3][c:4]([CH:15]([c:16]2[cH:17][n:18][cH:19][cH:20][cH:21]2)[OH:22])[c:5]([NH:8][C:9]([C:10]([CH3:11])([CH3:12])[CH3:13])=[O:14])[cH:6][cH:7]1.[OH2:35].[cH:23]1[cH:24][cH:25][n:26][cH:27][cH:28]1>>[Cl:1][c:2]1[cH:3][c:4]([C:15]([c:16]2[cH:17][n:18][cH:19][cH:20][cH:21]2)=[O:22])[c:5]([NH:8][C:9]([C:10]([CH3:11])([CH3:12])[CH3:13])=[O:14])[cH:6][cH:7]1. Reactants: CCOC(C)=O, CC(C)(C)C(=O)Nc1ccc(Cl)cc1C(O)c1cccnc1, O, c1ccncc1. Reaction SMILES: [CH2:21]([Cl:22])[Cl:23].[Cl:10][c:11]1[cH:12][cH:13][cH:14][c:15]([C:16]([O:17][OH:19])=[O:18])[cH:20]1.[Cl:1][CH2:2][c:3]1[n:4][cH:5][cH:6][cH:7][c:8]1[CH3:9]>>[Cl:1][CH2:2][c:3]1[n+:4]([O-:18])[cH:5][cH:6][cH:7][c:8]1[CH3:9]. The product is Cc1ccc[n+]([O-])c1CCl. The reactants are ClCCl, O=C(OO)c1cccc(Cl)c1, Cc1cccnc1CCl. Starting materials: ClC1=C2C(C(=O)OC2=O)=CC=C1 (3-chlorophthalic anhydride), Cl.NC1C(NC(CC1)=O)=O (3-aminopiperidine-2,6-dione hydrogen chloride), C(C)(=O)[O-].[Na+] (sodium acetate). The solvent is C(C)(=O)O (acetic acid). Yields the product O=C1NC(CCC1N1C(C2=CC=CC(=C2C1=O)Cl)=O)=O (2-(2,6-Dioxo(3-piperidyl))-4-chloroisoindoline-1,3-dione), solid. Yield: 69.0%. As a reaction SMILES: [Cl:1][C:2]1[CH:12]=[CH:11][CH:10]=[C:4]2[C:5]([O:7][C:8](=[O:9])[C:3]=12)=O.Cl.[NH2:14][CH:15]1[CH2:20][CH2:19][C:18](=[O:21])[NH:17][C:16]1=[O:22].C([O-])(=O)C.[Na+]>C(O)(=O)C>[O:22]=[C:16]1[CH:15]([N:14]2[C:8](=[O:9])[C:3]3[C:4](=[CH:10][CH:11]=[CH:12][C:2]=3[Cl:1])[C:5]2=[O:7])[CH2:20][CH2:19][C:18](=[O:21])[NH:17]1 |f:1.2,3.4|. Procedure details: 2-(2,6-Dioxo(3-piperidyl))-4-chloroisoindoline-1,3-dione was prepared by the procedure of Example 1 from 3-chlorophthalic anhydride (0.40 g, 2.2 mmol), 3-aminopiperidine-2,6-dione hydrogen chloride (0.36 g, 2.2 mmol) and sodium acetate (0.19 g, 2.4 mmol) in acetic acid (10 mL). The product was a white solid (0.44 g, 69% yield); mp, 290.0-291.5° C.; 1H NMR (DMSO-d6) δ 2.05-2.11 (m, 1H, CHH), 2.49-2.64 (m, 2H, CH2), 2.64-2.92 (m, 1H, CHH), 5.17 (dd, J=5.2, 12.7 Hz, 1H, NCH), 7.86-7.94 (m, 3H, Ar),... Starting materials: COc1ccccn1 (substrate), Cc1ccc([Mg]Br)cc1 (effective_coupling_partner). The reagents and catalysts are CC(C)P(C(C)C)C(Nc1ccccc1n3nc(c2ccccc2)cc3c4ccccc4)c5ccccc5. Conditions: temperature 25 celsius, time 24 hour. Product: Cc1ccc(c2ncccc2)cc1. Starting materials: C[Si](C)(C)N=[N+]=[N-] (trimethylsilyl azide), Cl[Sn](Cl)(Cl)Cl (SnCl4), C(C)(=O)OC1[C@H](OC(C)=O)[C@@H](OC(C)=O)[C@@H](OC(C)=O)[C@H](O1)COC(C)=O (1,2,3,4,6-penta-O-acetyl-galactopyranose). The solvent is C(Cl)Cl (CH2Cl2), C(Cl)Cl (CH2Cl2). Run at time 24 hour. Product: C(C)(=O)O[C@H]1[C@@H](O[C@@H]([C@@H]([C@@H]1OC(C)=O)OC(C)=O)COC(C)=O)N=[N+]=[N-] (2,3,4,6-tetra-O-acetyl-β-D-galactopyranosyl azide). Isolated yield 93.8%. As a reaction SMILES: C(O[CH:5]1[O:22][C@H:21]([CH2:23][O:24][C:25](=[O:27])[CH3:26])[C@H:16]([O:17][C:18](=[O:20])[CH3:19])[C@H:11]([O:12][C:13](=[O:15])[CH3:14])[C@H:6]1[O:7][C:8](=[O:10])[CH3:9])(=O)C.C[Si]([N:32]=[N+:33]=[N-:34])(C)C.Cl[Sn](Cl)(Cl)Cl>C(Cl)Cl>[C:8]([O:7][C@@H:6]1[C@@H:11]([O:12][C:13](=[O:15])[CH3:14])[C@@H:16]([O:17][C:18](=[O:20])[CH3:19])[C@@H:21]([CH2:23][O:24][C:25](=[O:27])[CH3:26])[O:22][C@H:5]1[N:32]=[N+:33]=[N-:34])(=[O:10])[CH3:9]. Procedure details: 1,2,3,4,6-penta-O-acetyl-galactopyranose (1.17 g, 3 mmol) was dissolved in dry CH2Cl2 (15 ml), then trimethylsilyl azide (416 mg, 3.6 mmol) and SnCl4 (0.18 ml) were added under nitrogen. The mixture was stirred at room temperature for 24 hours. The reaction mixture was subsequently diluted with CH2Cl2 (40 ml), dried over MgSO4 and evaporated. The residue was purified by chromatography using hexane/EtOAc 8:7 v/v as the mobile phase to give 2,3,4,6-tetra-O-acetyl-β-D-galactopyranosyl azide (1.05 g... Reactants: CC(C)(C)C1CSC2(C=CC(C)(C(Cl)(Cl)Cl)C=C2)SC1, O=CO, SCCCS. The product is CC1(C(Cl)(Cl)Cl)C=CC2(C=C1)SCCCS2. As a reaction SMILES: [C:1]([CH3:2])([CH3:3])([CH3:4])[CH:5]1[CH2:6][S:7][C:8]2([S:9][CH2:10]1)[CH:11]=[CH:12][C:13]([C:16]([Cl:17])([Cl:18])[Cl:19])([CH3:20])[CH:14]=[CH:15]2.[CH:26]([OH:27])=[O:28].[SH:21][CH2:22][CH2:23][CH2:24][SH:25]>>[CH2:5]1[CH2:6][S:7][C:8]2([S:9][CH2:10]1)[CH:11]=[CH:12][C:13]([C:16]([Cl:17])([Cl:18])[Cl:19])([CH3:20])[CH:14]=[CH:15]2.